From a dataset of the Open Reaction Database (ORD), a public repository of structured organic reaction records. describe an organic reaction: reactants, conditions, products, and yield Reactants: CN1C2CCC1C(C(C2)OC(C3=CC=C(C=C3)F)C4=CC=C(C=C4)F)C(=O)OC (R-10), OOS(=O)[O-].[K+] (oxone), CN(C)C=O (DMF). Reaction conditions: time 1 hour. Product: C1C=CCC2C1C3CC=CCC3(O2)C=O (R-11). Reaction SMILES: CN1C2C(C(OC)=O)C(O[CH:11]([C:19]3[CH:24]=[CH:23][C:22](F)=[CH:21][CH:20]=3)[C:12]3[CH:17]=[CH:16][C:15](F)=[CH:14]C=3)CC1CC2.[OH:30]OS([O-])=O.[K+].CN([CH:39]=[O:40])C>>[CH2:20]1[CH:19]2[CH:11]3[C:12]([CH:39]=[O:40])([O:30][CH:24]2[CH2:23][CH:22]=[CH:21]1)[CH2:17][CH:16]=[CH:15][CH2:14]3 |f:1.2|. Procedure details: To a solution of R-9 (500 mg, 2.06 mmol) and R-10 (337.6 mg, 2.06 mmol) in DMF (20 mL) is added oxone (758.5 mg, 1.23 mmol) and the solution is stirred at room temperature for 1 hour. The mixture is concentrated in vacuo and the residue is diluted in CH2Cl2 and is washed with saturated aqueous NaHCO3. The organics are dried with Na2SO4, filtered and concentrated in vacuo to give R-11 (787 mg). Reactants: COc1ccc2c(c1)CCNC2=O, Cl, O, c1cc[nH+]cc1. The product is O=C1NCCc2cc(O)ccc21. As a reaction SMILES: [CH3:1][O:2][c:3]1[cH:4][c:5]2[c:10]([cH:11][cH:12]1)[C:9](=[O:13])[NH:8][CH2:7][CH2:6]2.[ClH:14].[OH2:21].[nH+:15]1[cH:16][cH:17][cH:18][cH:19][cH:20]1>>[OH:2][c:3]1[cH:4][c:5]2[c:10]([cH:11][cH:12]1)[C:9](=[O:13])[NH:8][CH2:7][CH2:6]2. Reactants: C(CCCCCCCCCCCCCCC)NC=1C=C(SC1)C(=O)O (4-(hexadecylamino)-2-thiophenecarboxylic acid), S(=O)(Cl)Cl (thionyl chloride), C([O-])([O-])=O.[Na+].[Na+] (sodium carbonate), C(=O)(OCC1=CC=CC=C1)Cl (carbobenzyloxy chloride). Run in C1(=CC=CC=C1)C (toluene), C(Cl)(Cl)Cl (chloroform), O (water). Run at temperature 40 celsius, time 2 hour. Product: C(=O)(OCC1=CC=CC=C1)N(CCCCCCCCCCCCCCCC)C=1C=C(SC1)C(=O)Cl (4-[N-(carbobenzyloxy)-N-(hexadecyl)amino]-2-thiophenecarbonyl chloride). Reaction SMILES: [CH2:1]([NH:17][C:18]1[CH:19]=[C:20]([C:23]([OH:25])=O)[S:21][CH:22]=1)[CH2:2][CH2:3][CH2:4][CH2:5][CH2:6][CH2:7][CH2:8][CH2:9][CH2:10][CH2:11][CH2:12][CH2:13][CH2:14][CH2:15][CH3:16].C(=O)([O-])[O-].[Na+].[Na+].[C:32](Cl)([O:34][CH2:35][C:36]1[CH:41]=[CH:40][CH:39]=[CH:38][CH:37]=1)=[O:33].S(Cl)([Cl:45])=O>C1(C)C=CC=CC=1.O.C(Cl)(Cl)Cl>[C:32]([N:17]([C:18]1[CH:19]=[C:20]([C:23]([Cl:45])=[O:25])[S:21][CH:22]=1)[CH2:1][CH2:2][CH2:3][CH2:4][CH2:5][CH2:6][CH2:7][CH2:8][CH2:9][CH2:10][CH2:11][CH2:12][CH2:13][CH2:14][CH2:15][CH3:16])([O:34][CH2:35][C:36]1[CH:37]=[CH:38][CH:39]=[CH:40][CH:41]=1)=[O:33] |f:1.2.3|. Procedure details: To 15 g. 4-(hexadecylamino)-2-thiophenecarboxylic acid in 200 ml. warm chloroform is added a solution of 15 g. of sodium carbonate in 150 ml. water. To the vigorously stirred solution is added 10 g. carbobenzyloxy chloride. After 2 hours stirring at 40° C., the organic layer is separated, washed three times with 1 N hydrochloric acid, dried, and evaporated to yield an oil. The oil is dissolved in 300 ml. toluene, treated with 15 ml. thionyl chloride and the solution is refluxed for 5 hours. The ...